The task is: describe an organic reaction: reactants, conditions, products, and yield. This data is from the Open Reaction Database (ORD), a public repository of structured organic reaction records. The reactants are C=C(C)C(=O)OCCCO, O=C(Cl)CCl, c1ccncc1. Yields the product C=C(C)C(=O)OCCCOC(=O)CCl. RXN SMILES: [C:6]([C:7](=[CH2:8])[CH3:9])(=[O:10])[O:11][CH2:12][CH2:13][CH2:14][OH:15].[Cl:1][CH2:2][C:3](=[O:4])[Cl:5].[cH:16]1[cH:17][cH:18][n:19][cH:20][cH:21]1>>[Cl:1][CH2:2][C:3](=[O:4])[O:15][CH2:14][CH2:13][CH2:12][O:11][C:6]([C:7](=[CH2:8])[CH3:9])=[O:10]. Product: CC1(C)OCC(c2cnc(NC(=O)C(CC3CCCC3)c3ccc(S(C)(=O)=O)c(Cl)c3)cn2)O1. Reaction SMILES: [CH2:49]([Cl:50])[Cl:51].[CH3:28][C:29]1([CH3:41])[O:30][CH2:31][CH:32]([c:34]2[n:35][cH:36][c:37]([NH2:40])[n:38][cH:39]2)[O:33]1.[CH3:52][N:53]([CH3:54])[CH:55]=[O:56].[Cl:1][c:2]1[cH:3][c:4]([CH:12]([C:13](=[O:14])[OH:15])[CH2:16][CH:17]2[CH2:18][CH2:19][CH2:20][CH2:21]2)[cH:5][cH:6][c:7]1[S:8](=[O:9])(=[O:10])[CH3:11].[Cl:22][C:23]([C:24]([Cl:25])=[O:26])=[O:27].[ClH:48].[cH:42]1[cH:43][cH:44][n:45][cH:46][cH:47]1>>[Cl:1][c:2]1[cH:3][c:4]([CH:12]([C:13](=[O:15])[NH:40][c:37]2[cH:36][n:35][c:34]([CH:32]3[CH2:31][O:30][C:29]([CH3:28])([CH3:41])[O:33]3)[cH:39][n:38]2)[CH2:16][CH:17]2[CH2:18][CH2:19][CH2:20][CH2:21]2)[cH:5][cH:6][c:7]1[S:8](=[O:9])(=[O:10])[CH3:11]. Reactants: ClCCl, CC1(C)OCC(c2cnc(N)cn2)O1, CN(C)C=O, CS(=O)(=O)c1ccc(C(CC2CCCC2)C(=O)O)cc1Cl, O=C(Cl)C(=O)Cl, Cl, c1ccncc1. Starting materials: CO, Cc1cc([N+](=O)[O-])ccc1N1CCN(C)CC1. Product: Cc1cc(N)ccc1N1CCN(C)CC1. RXN SMILES: [CH3:18][OH:19].[CH3:1][N:2]1[CH2:3][CH2:4][N:5]([c:8]2[c:9]([CH3:17])[cH:10][c:11]([N+:14]([O-:15])=[O:16])[cH:12][cH:13]2)[CH2:6][CH2:7]1>>[CH3:1][N:2]1[CH2:3][CH2:4][N:5]([c:8]2[c:9]([CH3:17])[cH:10][c:11]([NH2:14])[cH:12][cH:13]2)[CH2:6][CH2:7]1. Reactants: Cc1nc(-c2ccc(Cl)cc2)sc1C=CC1CCCN(c2cccc(C(=O)O)c2)C1, [H][H], C1CCOC1. Product: Cc1nc(-c2ccc(Cl)cc2)sc1CCC1CCCN(c2cccc(C(=O)O)c2)C1. RXN SMILES: [Cl:1][c:2]1[cH:3][cH:4][c:5](-[c:8]2[s:9][c:10]([CH:14]=[CH:15][CH:16]3[CH2:17][N:18]([c:22]4[cH:23][c:24]([C:25](=[O:26])[OH:27])[cH:28][cH:29][cH:30]4)[CH2:19][CH2:20][CH2:21]3)[c:11]([CH3:13])[n:12]2)[cH:6][cH:7]1.[H:31][H:32].[O:33]1[CH2:34][CH2:35][CH2:36][CH2:37]1>>[Cl:1][c:2]1[cH:3][cH:4][c:5](-[c:8]2[s:9][c:10]([CH2:14][CH2:15][CH:16]3[CH2:17][N:18]([c:22]4[cH:23][c:24]([C:25](=[O:26])[OH:27])[cH:28][cH:29][cH:30]4)[CH2:19][CH2:20][CH2:21]3)[c:11]([CH3:13])[n:12]2)[cH:6][cH:7]1. The reactants are CCOC(=O)CC1c2ccccc2C(=O)N1CC, CC(C)(C)[O-], [Cl-], [K+], NC(N)=[NH2+], O. The product is CCN1C(=O)c2ccccc2C1CC(=O)NC(=N)N. As a reaction SMILES: [CH2:12]([CH3:13])[N:14]1[CH:15]([CH2:24][C:25](=[O:26])[O:27][CH2:28][CH3:29])[c:16]2[cH:17][cH:18][cH:19][cH:20][c:21]2[C:22]1=[O:23].[CH3:1][C:2]([CH3:3])([O-:4])[CH3:5].[Cl-:7].[K+:6].[NH2:8][C:9]([NH2:10])=[NH2+:11].[OH2:30]>>[NH:8]=[C:9]([NH2:10])[NH:11][C:25]([CH2:24][CH:15]1[N:14]([CH2:12][CH3:13])[C:22](=[O:23])[c:21]2[c:16]1[cH:17][cH:18][cH:19][cH:20]2)=[O:26].